From a dataset of the Open Reaction Database (ORD), a public repository of structured organic reaction records. describe an organic reaction: reactants, conditions, products, and yield The reactants are C(C)OC(C1=CC=C(C=C1)NN)=O (4-hydrazinobenzoic acid ethyl ester), CC(C(CC#N)=O)C (4-methyl-3-oxopentanenitrile). Yields the product NC1=CC(=NN1C1=CC=C(C(=O)OCC)C=C1)C(C)C (ethyl 4-(5-amino-3-isopropyl-1H-pyrazol-1-yl)benzoate). Yield: 88.2%. Reaction SMILES: [CH2:1]([O:3][C:4](=[O:13])[C:5]1[CH:10]=[CH:9][C:8]([NH:11][NH2:12])=[CH:7][CH:6]=1)[CH3:2].[CH3:14][CH:15]([CH3:21])[C:16](=O)[CH2:17][C:18]#[N:19]>>[NH2:19][C:18]1[N:11]([C:8]2[CH:9]=[CH:10][C:5]([C:4]([O:3][CH2:1][CH3:2])=[O:13])=[CH:6][CH:7]=2)[N:12]=[C:16]([CH:15]([CH3:21])[CH3:14])[CH:17]=1. Procedure details: Using the same method as Example A83, 4-hydrazinobenzoic acid ethyl ester (from Example A82, 3 g, 16.6 mmol) and 4-methyl-3-oxopentanenitrile (from Example A83, 2.7 g, 27.9 mmol) were combined to afford ethyl 4-(5-amino-3-isopropyl-1H-pyrazol-1-yl)benzoate (4 g, 88% yield), which was used to the next reaction without further purification. Starting materials: COC(=O)c1ccc(CN(C)C(=O)OCc2ccccc2)cc1, CO, Cl, [Li+], [OH-]. The product is CN(Cc1ccc(C(=O)O)cc1)C(=O)OCc1ccccc1. As a reaction SMILES: [CH2:1]([c:2]1[cH:3][cH:4][cH:5][cH:6][cH:7]1)[O:8][C:9](=[O:10])[N:11]([CH3:12])[CH2:13][c:14]1[cH:15][cH:16][c:17]([C:18](=[O:19])[O:20][CH3:21])[cH:22][cH:23]1.[CH3:27][OH:28].[ClH:26].[Li+:25].[OH-:24]>>[CH2:1]([c:2]1[cH:3][cH:4][cH:5][cH:6][cH:7]1)[O:8][C:9](=[O:10])[N:11]([CH3:12])[CH2:13][c:14]1[cH:15][cH:16][c:17]([C:18](=[O:19])[OH:20])[cH:22][cH:23]1. Starting materials: CCBr, CN(C)C=O, [Cl-], [H-], [NH4+], [Na+], CCOC(=O)c1ccc(Nc2cc3c4c(c2)CCCC4CCC3)cc1. Yields the product CCOC(=O)c1ccc(N(CC)c2cc3c4c(c2)CCCC4CCC3)cc1. RXN SMILES: [Br:28][CH2:29][CH3:30].[CH3:33][N:34]([CH3:35])[CH:36]=[O:37].[Cl-:31].[H-:1].[NH4+:32].[Na+:2].[cH:3]1[c:4]([NH:16][c:17]2[cH:18][cH:19][c:20]([C:21](=[O:22])[O:23][CH2:24][CH3:25])[cH:26][cH:27]2)[cH:5][c:6]2[c:15]3[c:14]1[CH2:13][CH2:12][CH2:11][CH:10]3[CH2:9][CH2:8][CH2:7]2>>[cH:3]1[c:4]([N:16]([c:17]2[cH:18][cH:19][c:20]([C:21](=[O:22])[O:23][CH2:24][CH3:25])[cH:26][cH:27]2)[CH2:29][CH3:30])[cH:5][c:6]2[c:15]3[c:14]1[CH2:13][CH2:12][CH2:11][CH:10]3[CH2:9][CH2:8][CH2:7]2. Reactants: O=C([O-])[O-], Cc1nc2cc(O)ccc2n1C, CN(C)C=O, O=C(Nc1cn2nc(I)ccc2n1)C1CC1, [K+], [K+]. Yields the product Cc1nc2cc(Oc3ccc4nc(NC(=O)C5CC5)cn4n3)ccc2n1C. RXN SMILES: [C:29](=[O:30])([O-:31])[O-:32].[CH3:17][n:18]1[c:19]([CH3:28])[n:20][c:21]2[c:22]1[cH:23][cH:24][c:25]([OH:27])[cH:26]2.[CH3:35][N:36]([CH3:37])[CH:38]=[O:39].[I:1][c:2]1[cH:3][cH:4][c:5]2[n:6]([n:7]1)[cH:8][c:9]([NH:11][C:12](=[O:13])[CH:14]1[CH2:15][CH2:16]1)[n:10]2.[K+:33].[K+:34]>>[c:2]1([O:27][c:25]2[cH:24][cH:23][c:22]3[n:18]([CH3:17])[c:19]([CH3:28])[n:20][c:21]3[cH:26]2)[cH:3][cH:4][c:5]2[n:6]([n:7]1)[cH:8][c:9]([NH:11][C:12](=[O:13])[CH:14]1[CH2:15][CH2:16]1)[n:10]2.